Dataset: the Open Reaction Database (ORD), a public repository of structured organic reaction records. Task: describe an organic reaction: reactants, conditions, products, and yield Starting materials: FC1(CCN(CC1)C(=O)C=1NC2=CC=C(C=C2C1)C(=O)N1[C@@H](CCC1)CN1CCCC1)F ([2-(4,4-difluoro-piperidine-1-carbonyl)-1H-indol-5-yl]-((S)-2-pyrrolidin-1-ylmethyl-pyrrolidin-1-yl)-methanone), [H-].[Na+] (sodium hydride), CS(=O)(=O)OCC(F)(F)F (2,2,2-trifluoroethyl methanesulfonate), CN(C=O)C (N,N-dimethylformamide). The product is FC1(CCN(CC1)C(=O)C=1N(C2=CC=C(C=C2C1)C(=O)N1C[C@H](CC1)N(C)C)CC(F)(F)F)F ((4,4-Difluoro-piperidin-1-yl)-[5-((S)-3-dimethylamino-pyrrolidine-1-carbonyl)-1-(2,2,2-trifluoro-ethyl)-1H-indol-2-yl]-methanone). The yield is 85.0%. RXN SMILES: [F:1][C:2]1([F:32])[CH2:7][CH2:6][N:5]([C:8]([C:10]2[NH:11][C:12]3[C:17]([CH:18]=2)=[CH:16][C:15]([C:19]([N:21]2[CH2:25][CH2:24][CH2:23][C@H:22]2CN2CCCC2)=[O:20])=[CH:14][CH:13]=3)=[O:9])[CH2:4][CH2:3]1.[H-].[Na+].CS(O[CH2:40][C:41]([F:44])([F:43])[F:42])(=O)=O.[CH3:45][N:46](C)[CH:47]=O>>[F:1][C:2]1([F:32])[CH2:3][CH2:4][N:5]([C:8]([C:10]2[N:11]([CH2:40][C:41]([F:44])([F:43])[F:42])[C:12]3[C:17]([CH:18]=2)=[CH:16][C:15]([C:19]([N:21]2[CH2:25][CH2:24][C@H:23]([N:46]([CH3:47])[CH3:45])[CH2:22]2)=[O:20])=[CH:14][CH:13]=3)=[O:9])[CH2:6][CH2:7]1 |f:1.2|. Procedure details: The title compound was synthesized in analogy to example 51, from [2-(4,4-difluoro-piperidine-1-carbonyl)-1H-indol-5-yl]-((S)-2-pyrrolidin-1-ylmethyl-pyrrolidin-1-yl)-methanone (example 42), sodium hydride and 2,2,2-trifluoroethyl methanesulfonate in N,N-dimethylformamide, to give the desired product as a white foam (85%).